The task is: describe an organic reaction: reactants, conditions, products, and yield. This data is from the Open Reaction Database (ORD), a public repository of structured organic reaction records. Reactants: COC(=O)c1ccc(OCc2c(-c3ccc(F)cn3)noc2C)nc1, C[Al](C)C, NN1CCOCC1, C1COCCO1. The product is Cc1onc(-c2ccc(F)cn2)c1COc1ccc(C(=O)NN2CCOCC2)cn1. RXN SMILES: [CH3:12][O:13][C:14]([c:15]1[cH:16][n:17][c:18]([O:21][CH2:22][c:23]2[c:24](-[c:29]3[n:30][cH:31][c:32]([F:35])[cH:33][cH:34]3)[n:25][o:26][c:27]2[CH3:28])[cH:19][cH:20]1)=[O:36].[CH3:1][Al:2]([CH3:3])[CH3:4].[NH2:5][N:6]1[CH2:7][CH2:8][O:9][CH2:10][CH2:11]1.[O:37]1[CH2:38][CH2:39][O:40][CH2:41][CH2:42]1>>[NH:5]([N:6]1[CH2:7][CH2:8][O:9][CH2:10][CH2:11]1)[C:14](=[O:13])[c:15]1[cH:16][n:17][c:18]([O:21][CH2:22][c:23]2[c:24](-[c:29]3[n:30][cH:31][c:32]([F:35])[cH:33][cH:34]3)[n:25][o:26][c:27]2[CH3:28])[cH:19][cH:20]1.